This data is from the Open Reaction Database (ORD), a public repository of structured organic reaction records. The task is: describe an organic reaction: reactants, conditions, products, and yield RXN SMILES: [CH2:20]([SiH:21]([CH2:22][CH3:23])[CH2:24][CH3:25])[CH3:26].[CH2:27]([Cl:28])[Cl:29].[CH3:1][O:2][c:3]1[cH:4][c:5]([C:9]2([OH:19])[CH2:10][C:11](=[O:18])[c:12]3[cH:13][cH:14][cH:15][cH:16][c:17]32)[cH:6][cH:7][cH:8]1.[OH2:30]>>[CH3:1][O:2][c:3]1[cH:4][c:5]([CH:9]2[CH2:10][C:11](=[O:18])[c:12]3[cH:13][cH:14][cH:15][cH:16][c:17]32)[cH:6][cH:7][cH:8]1. Starting materials: CC[SiH](CC)CC, ClCCl, COc1cccc(C2(O)CC(=O)c3ccccc32)c1, O. The product is COc1cccc(C2CC(=O)c3ccccc32)c1.